Dataset: the Open Reaction Database (ORD), a public repository of structured organic reaction records. Task: describe an organic reaction: reactants, conditions, products, and yield Starting materials: [BH4-], COc1cc(OC)nc(C(C)(SC)c2cccc(Cl)c2N)n1, CO, [Na+], Cl[Ni]Cl, O, O, O, O, O, O. Yields the product COc1cc(OC)nc(C(C)c2cccc(Cl)c2N)n1. As a reaction SMILES: [BH4-:23].[CH3:1][S:2][C:3]([CH3:4])([c:5]1[c:6]([NH2:12])[c:7]([Cl:11])[cH:8][cH:9][cH:10]1)[c:13]1[n:14][c:15]([O:21][CH3:22])[cH:16][c:17]([O:19][CH3:20])[n:18]1.[CH3:25][OH:26].[Na+:24].[Ni:33]([Cl:34])[Cl:35].[OH2:27].[OH2:28].[OH2:29].[OH2:30].[OH2:31].[OH2:32]>>[CH:3]([CH3:4])([c:5]1[c:6]([NH2:12])[c:7]([Cl:11])[cH:8][cH:9][cH:10]1)[c:13]1[n:14][c:15]([O:21][CH3:22])[cH:16][c:17]([O:19][CH3:20])[n:18]1. The reactants are C1(=CC=CC=C1)N(C(=O)OC(C1=CC(=C(C=C1)CN1C=CC2=CC=C(C=C12)NC(C(CCCC)CC)=O)OC)=O)C1=CC=CC=C1 (4-[6-(2-ethylhexanamido)indole-1-yl-methyl]-3-methoxybenzoic N,N-diphenylcarbamic anhydride), C(CCC)[Li] (butyllithium), solution, C1(=CC=CC=C1)S(=O)(=O)C (methyl phenyl sulphone), P(=O)(O)(O)[O-].[K+] (potassium dihydrogen phosphate). Run in O1CCCC1 (THF), hexanes, O1CCCC1 (tetrahydrofuran). Run at time 2 hour. Yields the product C(C)C(C(=O)NC1=CC=C2C=CN(C2=C1)CC1=C(C=C(C=C1)C(CS(=O)(=O)C1=CC=CC=C1)=O)OC)CCCC (6-(2-Ethylhexanamido)-1-[2-methoxy-4-[2-(phenylsulphonyl)acetyl]benzyl]indole). Isolated yield 44.1%. RXN SMILES: C([Li])CCC.[C:6]1([S:12]([CH3:15])(=[O:14])=[O:13])[CH:11]=[CH:10][CH:9]=[CH:8][CH:7]=1.C1(N(C2C=CC=CC=2)C([O:25][C:26](=O)[C:27]2[CH:32]=[CH:31][C:30]([CH2:33][N:34]3[C:42]4[C:37](=[CH:38][CH:39]=[C:40]([NH:43][C:44](=[O:52])[CH:45]([CH2:50][CH3:51])[CH2:46][CH2:47][CH2:48][CH3:49])[CH:41]=4)[CH:36]=[CH:35]3)=[C:29]([O:53][CH3:54])[CH:28]=2)=O)C=CC=CC=1.P([O-])(O)(O)=O.[K+]>O1CCCC1>[CH2:50]([CH:45]([CH2:46][CH2:47][CH2:48][CH3:49])[C:44]([NH:43][C:40]1[CH:41]=[C:42]2[C:37]([CH:36]=[CH:35][N:34]2[CH2:33][C:30]2[CH:31]=[CH:32][C:27]([C:26](=[O:25])[CH2:15][S:12]([C:6]3[CH:11]=[CH:10][CH:9]=[CH:8][CH:7]=3)(=[O:14])=[O:13])=[CH:28][C:29]=2[O:53][CH3:54])=[CH:38][CH:39]=1)=[O:52])[CH3:51] |f:3.4|. Reported procedure: A solution of butyllithium (0.86 ml of a 2.3M solution in hexanes) was added to a solution of methyl phenyl sulphone (312 mg) in dry tetrahydrofuran (THF) (5 ml.) at -78° C. After 15 minutes a white suspension formed. To this mixture was then added a solution of 4-[6-(2-ethylhexanamido)indole-1-yl-methyl]-3-methoxybenzoic N,N-diphenylcarbamic anhydride (A) (500 mg) in THF (4 ml). After two hours, the mixture was allowed to warm to ambient temperature and an excess of a saturated solution of pota...